From a dataset of the Open Reaction Database (ORD), a public repository of structured organic reaction records. describe an organic reaction: reactants, conditions, products, and yield Starting materials: CCOC(=O)c1cc2c(C)cccc2n1CCC(OCC)C(=O)O, CC(=O)O, Cl, O, O=S(=O)(O)O. The product is CCOC(=O)c1cc2c(C)cccc2n1CCCC(=O)O. RXN SMILES: [CH2:1]([O:2][CH:4]([CH2:5][CH2:6][n:7]1[c:8]([C:17](=[O:18])[O:19][CH2:20][CH3:21])[cH:9][c:10]2[c:11]([CH3:16])[cH:12][cH:13][cH:14][c:15]12)[C:22](=[O:23])[OH:24])[CH3:3].[CH3:25][C:26](=[O:27])[OH:28].[ClH:34].[OH2:35].[S:29](=[O:30])(=[O:31])([OH:32])[OH:33]>>[CH2:4]([CH2:5][CH2:6][n:7]1[c:8]([C:17](=[O:18])[O:19][CH2:20][CH3:21])[cH:9][c:10]2[c:11]([CH3:16])[cH:12][cH:13][cH:14][c:15]12)[C:22](=[O:23])[OH:24]. Starting materials: C(CC)OCC1=CC=C(C(=O)OC)C=C1 (methyl 4-(propoxymethyl)benzoate), S(=O)(=O)([O-])[O-].[Mg+2] (magnesium sulfate), [H-].[Al+3].[Li+].[H-].[H-].[H-] (lithium aluminum hydride), aqueous solution, [OH-].[Na+] (sodium hydroxide). The solvent is C(C)OCC (diethyl ether), C(C)OCC (diethyl ether), O (water), O (water). Conditions: time 2 hour. Product: C(CC)OCC1=CC=C(CO)C=C1 (4-(propoxymethyl)benzyl alcohol). The yield is 100.1%. Reaction SMILES: [H-].[Al+3].[Li+].[H-].[H-].[H-].[CH2:7]([O:10][CH2:11][C:12]1[CH:21]=[CH:20][C:15]([C:16](OC)=[O:17])=[CH:14][CH:13]=1)[CH2:8][CH3:9].[OH-].[Na+].S([O-])([O-])(=O)=O.[Mg+2]>C(OCC)C.O>[CH2:7]([O:10][CH2:11][C:12]1[CH:13]=[CH:14][C:15]([CH2:16][OH:17])=[CH:20][CH:21]=1)[CH2:8][CH3:9] |f:0.1.2.3.4.5,7.8,9.10|. Reported procedure: Into a suspension of lithium aluminum hydride (0.40 g) in diethyl ether (25 ml) was added dropwise at 0° C. a solution of methyl 4-(propoxymethyl)benzoate (2.09 g) in diethyl ether (25 ml) over a period of one hour. After stirring at room temperature for 2 hours, water (0.4 ml), a 15% aqueous solution of sodium hydroxide (0.4 ml) and water (0.4 ml) were added to the reaction mixture at 0° C., and the resulting mixture was stirred at room temperature for 2 hours. After addition of magnesium sulfa... Reactants: NNC1=CC=CC=C1 (aminoaniline), S(=O)(Cl)Cl (thionyl chloride), S(=O)=NC1=CC=CC=C1 (N-thionyl aniline), S(Cl)Cl (sulfur dichloride). The solvent is C(C)O (ethanol), C1(=CC=CC=C1)C (toluene). Yields the product S1N=NC2=C1C=CC=C2 (benzothiadiazole). Reaction SMILES: [NH2:1][NH:2][C:3]1[CH:8]=[CH:7][CH:6]=[CH:5][CH:4]=1.[S:9](Cl)(Cl)=O.S(=NC1C=CC=CC=1)=O.S(Cl)Cl>C(O)C.C1(C)C=CC=CC=1>[S:9]1[C:4]2[CH:5]=[CH:6][CH:7]=[CH:8][C:3]=2[N:2]=[N:1]1. Procedure: A dinitrobenzene (I) is reacted with, for example, ammonium chloride and iron or with hydrogen gas and palladium on activated carbon in a solvent such as ethanol or toluene and at elevated temperature to give the corresponding aminoaniline (VII). The aminoaniline (VII) is reacted with, for example, thionyl chloride, N-thionyl aniline or sulfur dichloride in a solvent such as toluene or ethanol and at elevated temperature to yield a benzothiadiazole of formula (A'"). The reactants are C(C1=CC=CC=C1)OC(=O)N1CCC(CC1)C(=O)O (1-[(benzyloxy)carbonyl]-4-piperidinecarboxylic acid), C1=CC2=C(N=C1)N(N=N2)O (HOAt), NC1=CC=NC=C1 (4-aminopyridine), C(CCl)Cl (EDC). Run in CN(C)C=O (DMF). Reaction conditions: time 4 hour. Product: N1=CC=C(C=C1)NC(=O)C1CCN(CC1)C(=O)OCC1=CC=CC=C1 (benzyl 4-[(4-pyridinylamino)carbonyl]-1-piperidinecarboxylate). Isolated yield 89.9%. As a reaction SMILES: [CH2:1]([O:8][C:9]([N:11]1[CH2:16][CH2:15][CH:14]([C:17]([OH:19])=O)[CH2:13][CH2:12]1)=[O:10])[C:2]1[CH:7]=[CH:6][CH:5]=[CH:4][CH:3]=1.[NH2:20][C:21]1[CH:26]=[CH:25][N:24]=[CH:23][CH:22]=1.C(Cl)CCl.C1C=NC2N(O)N=NC=2C=1>CN(C=O)C>[N:24]1[CH:25]=[CH:26][C:21]([NH:20][C:17]([CH:14]2[CH2:13][CH2:12][N:11]([C:9]([O:8][CH2:1][C:2]3[CH:3]=[CH:4][CH:5]=[CH:6][CH:7]=3)=[O:10])[CH2:16][CH2:15]2)=[O:19])=[CH:22][CH:23]=1. Procedure details: In DMF (5 mL), 1-[(benzyloxy)carbonyl]-4-piperidinecarboxylic acid (P. E. Maligres et al., Tetrahedron, 53:10983 (1997)) (1.00 g, 3.80 mmol), 4-aminopyridine (572 mg, 6.08 mmol), EDC (801 mg, 4.18 mmol), and HOAt (569 mg, 4.18 mmol) were combined and aged under N2 for 4 h. The reaction was partitioned between sat. NaHCO3 and ethyl acetate. The layers were separated and the aqueous layer was extracted with ethyl acetate (2×). The combined organics were washed with water and brine then dried over ... Reported procedure: To a mixture of 27 g. (0.1 mole) n-butyl 4-(piperazin-1-yl)-benzoate hydrochloride and 270 ml. anhydrous pyridine are added at 5°-10° C. 11.4 g. (0.1 mole) methanesulphonyl chloride. The reaction mixture is left to stand overnight at 20° C. and then poured into 250 ml. ice water and extracted twice with methylene chloride. The extracts are dried with anhydrous sodium sulphate and evaporated in a vacuum. After trituration of the residue with ligroin, 17.1 g. (55% of theory) of the desired product... Reactants: Cl.N1(CCNCC1)C1=CC=C(C(=O)OCCCC)C=C1 (n-butyl 4-(piperazin-1-yl)-benzoate hydrochloride), CS(=O)(=O)Cl (methanesulphonyl chloride). Conditions: time 8 hour. The product is CS(=O)(=O)N1CCN(CC1)C1=CC=C(C(=O)OCCCC)C=C1 (n-Butyl 4-(1-methanesulphonylpiperazin-4-yl)-benzoate). RXN SMILES: Cl.[N:2]1([C:8]2[CH:20]=[CH:19][C:11]([C:12]([O:14][CH2:15][CH2:16][CH2:17][CH3:18])=[O:13])=[CH:10][CH:9]=2)[CH2:7][CH2:6][NH:5][CH2:4][CH2:3]1.[CH3:21][S:22](Cl)(=[O:24])=[O:23]>N1C=CC=CC=1>[CH3:21][S:22]([N:5]1[CH2:4][CH2:3][N:2]([C:8]2[CH:9]=[CH:10][C:11]([C:12]([O:14][CH2:15][CH2:16][CH2:17][CH3:18])=[O:13])=[CH:19][CH:20]=2)[CH2:7][CH2:6]1)(=[O:24])=[O:23] |f:0.1|. Solvent: N1=CC=CC=C1 (pyridine).